From a dataset of the Open Reaction Database (ORD), a public repository of structured organic reaction records. describe an organic reaction: reactants, conditions, products, and yield Starting materials: diphenylmethyl ester, COC=CC1=CC=C(O[C@H]2C[C@H](N(C2)C(=O)N(CC)CCC(=O)OCC)C(=O)OCC2=CC=CC=C2)C=C1 ((cis)-4-[4-(2-Methoxyethenyl)phenoxy]-1-[[(3-ethoxy-3-oxopropyl)ethylamino]carbonyl]-L-proline, phenylmethyl ester), NC1=C(C=C(C(=C1)Cl)S(=O)(=O)N)S(=O)(=O)N (4-amino-6-chloro-1,3-benzenedisulfonamide), 1(c). The solvent is C(C)#N (acetonitrile), C(C)#N (acetonitrile). Yields the product NS(=O)(=O)C1=CC2=C(NC(NS2(=O)=O)CC2=CC=C(O[C@H]3C[C@H](N(C3)C(=O)N(CC)CCC(=O)OCC)C(=O)OCC3=CC=CC=C3)C=C2)C=C1Cl ((cis)-4-[4-[[7-(aminosulfonyl)-6-chloro-3,4-dihydro-1,1-dioxo-2H-1,2,4-benzothiadiazin-3-yl]methyl]phenoxy]-1-[[(3-ethoxy-3-oxopropyl)ethylamino]carbonyl]-L-proline, phenylmethyl ester). Reaction SMILES: CO[CH:3]=[CH:4][C:5]1[CH:38]=[CH:37][C:8]([O:9][C@@H:10]2[CH2:14][N:13]([C:15]([N:17]([CH2:20][CH2:21][C:22]([O:24][CH2:25][CH3:26])=[O:23])[CH2:18][CH3:19])=[O:16])[C@H:12]([C:27]([O:29][CH2:30][C:31]3[CH:36]=[CH:35][CH:34]=[CH:33][CH:32]=3)=[O:28])[CH2:11]2)=[CH:7][CH:6]=1.[NH2:39][C:40]1[CH:45]=[C:44]([Cl:46])[C:43]([S:47]([NH2:50])(=[O:49])=[O:48])=[CH:42][C:41]=1[S:51]([NH2:54])(=[O:53])=[O:52]>C(#N)C>[NH2:50][S:47]([C:43]1[C:44]([Cl:46])=[CH:45][C:40]2[NH:39][CH:3]([CH2:4][C:5]3[CH:6]=[CH:7][C:8]([O:9][C@@H:10]4[CH2:14][N:13]([C:15]([N:17]([CH2:20][CH2:21][C:22]([O:24][CH2:25][CH3:26])=[O:23])[CH2:18][CH3:19])=[O:16])[C@H:12]([C:27]([O:29][CH2:30][C:31]5[CH:36]=[CH:35][CH:34]=[CH:33][CH:32]=5)=[O:28])[CH2:11]4)=[CH:37][CH:38]=3)[NH:54][S:51](=[O:52])(=[O:53])[C:41]=2[CH:42]=1)(=[O:48])=[O:49]. Procedure: The diphenylmethyl ester product from part (c) in acetonitrile is reacted with a solution of 4-amino-6-chloro-1,3-benzenedisulfonamide in acetonitrile according to the procedure of 1(c) to give (cis)-4-[4-[[7-(aminosulfonyl)-6-chloro-3,4-dihydro-1,1-dioxo-2H-1,2,4-benzothiadiazin-3-yl]methyl]phenoxy]-1-[[(3-ethoxy-3-oxopropyl)ethylamino]carbonyl]-L-proline, phenylmethyl ester. The reactants are FC(CN=C(NC=1SC=C(N1)CCCCCNC(SC)=NC#N)N)(F)F (2-[2-(2,2,2-trifluoroethyl)guanidino]-4-[5-(3-cyano-2-methylisothioureido)pentyl]thiazole), CN (methylamine). Solvent: C(C)O (ethanol). Run at time 8 hour. The product is FC(CN=C(NC=1SC=C(N1)CCCCCNC(=NC)NC#N)N)(F)F (2-[2-(2,2,2-trifluoroethyl)guanidino]-4-[5-(3-cyano-2-methylguanidino)pentyl]thiazole). RXN SMILES: [F:1][C:2]([F:26])([F:25])[CH2:3][N:4]=[C:5]([NH2:24])[NH:6][C:7]1[S:8][CH:9]=[C:10]([CH2:12][CH2:13][CH2:14][CH2:15][CH2:16][NH:17][C:18](=[N:21][C:22]#[N:23])SC)[N:11]=1.[CH3:27][NH2:28]>C(O)C>[F:1][C:2]([F:26])([F:25])[CH2:3][N:4]=[C:5]([NH2:24])[NH:6][C:7]1[S:8][CH:9]=[C:10]([CH2:12][CH2:13][CH2:14][CH2:15][CH2:16][NH:17][C:18]([NH:21][C:22]#[N:23])=[N:28][CH3:27])[N:11]=1. Reported procedure: To 2-[2-(2,2,2-trifluoroethyl)guanidino]-4-[5-(3-cyano-2-methylisothioureido)pentyl]thiazole (0.25 g.) in ethanol (1 ml.) was added ethanolic methylamine (33% w/v, 30 ml.). The mixture was allowed to stand overnight at room temperature and then evaporated to dryness to give 2-[2-(2,2,2-trifluoroethyl)guanidino]-4-[5-(3-cyano-2-methylguanidino)pentyl]thiazole. The n.m.r. spectrum in d6 dimethylsulphoxide containing tetramethylsilane as internal standard (δ=0) included the following resonances (δ)... The reactants are COC(Cl)Cl, COc1ccc(C(C)(C)C2SCCS2)cc1, ClCCl, O. Yields the product COc1ccc(C(C)(C)C2SCCS2)cc1C=O. As a reaction SMILES: [CH3:17][O:18][CH:19]([Cl:20])[Cl:21].[CH3:1][C:2]([CH3:3])([CH:4]1[S:5][CH2:6][CH2:7][S:8]1)[c:9]1[cH:10][cH:11][c:12]([O:15][CH3:16])[cH:13][cH:14]1.[Cl:23][CH2:24][Cl:25].[OH2:22]>>[CH3:1][C:2]([CH3:3])([CH:4]1[S:5][CH2:6][CH2:7][S:8]1)[c:9]1[cH:10][c:11]([CH:17]=[O:18])[c:12]([O:15][CH3:16])[cH:13][cH:14]1. The reactants are O1C=CC=C1 (furan), FC(C(=O)OC(C(F)(F)F)=O)(F)F (trifluoroacetic anhydride), BrCCCCCCC(=O)O (7-bromoheptanoic acid), resultant mixture. Solvent: C(Cl)Cl (methylene chloride), C(Cl)Cl (methylene chloride), C(Cl)Cl (methylene chloride). Reaction conditions: time 15 minute. Product: O1C(=CC=C1)C(=O)CCCCCCBr (6-(2-Furoyl)-1-bromohexane). Isolated yield 89.7%. As a reaction SMILES: F[C:2](F)(F)[C:3]([O:5][C:6](=O)[C:7](F)(F)F)=O.[Br:14][CH2:15][CH2:16][CH2:17][CH2:18][CH2:19][CH2:20][C:21](O)=[O:22].O1C=CC=C1>C(Cl)Cl>[O:5]1[CH:6]=[CH:7][CH:2]=[C:3]1[C:21]([CH2:20][CH2:19][CH2:18][CH2:17][CH2:16][CH2:15][Br:14])=[O:22]. Reported procedure: A solution of 135 mmol of trifluoroacetic anhydride in 50 ml of dry methylene chloride was added to a stirred solution of 130 mmol of 7-bromoheptanoic acid in 200 ml of dry methylene chloride. After 15 minutes, a solution of 390 mmol of furan in 25 ml of dry methylene chloride was added in a steady stream to the reaction mixture, and the resultant mixture stirred at 25° C. for 2.0 hrs. The methylene chloride and trifluoroacetic acid were removed by evaporation in vacuo. The residue was dissolved... Reactants: CC(=O)OC(C)=O, CN(C)c1ccncc1, ClCc1nc2ccccc2[nH]1. The product is CC(=O)n1c(CCl)nc2ccccc21. Reaction SMILES: [CH3:12][C:13](=[O:14])[O:15][C:16]([CH3:17])=[O:18].[CH3:19][N:20]([c:21]1[cH:22][cH:23][n:24][cH:25][cH:26]1)[CH3:27].[Cl:1][CH2:2][c:3]1[n:4][c:5]2[c:6]([nH:7]1)[cH:8][cH:9][cH:10][cH:11]2>>[Cl:1][CH2:2][c:3]1[n:4][c:5]2[c:6]([n:7]1[C:13]([CH3:12])=[O:14])[cH:8][cH:9][cH:10][cH:11]2. Starting materials: ClC1=CC=C(C=N1)C(=O)NC(C)C (6-Chloro-N-(1-methylethyl)pyridine-3-carboxamide), Cl.N1CCC(CC1)N1C(OCC2=C1C=CC=C2)=O (1-piperidin-4-yl-1,4-dihydro-2H-3,1-benzoxazin-2-one hydrochloride). Yields the product CC(C)NC(=O)C=1C=NC(=CC1)N1CCC(CC1)N1C(OCC2=C1C=CC=C2)=O (N-(1-Methylethyl)-6-[4-(2-oxo-2H-3,1-benzoxazin-1(4H)-yl)piperidin-1-yl]pyridine-3-carboxamide). Reaction SMILES: Cl[C:2]1[N:7]=[CH:6][C:5]([C:8]([NH:10][CH:11]([CH3:13])[CH3:12])=[O:9])=[CH:4][CH:3]=1.Cl.[NH:15]1[CH2:20][CH2:19][CH:18]([N:21]2[C:26]3[CH:27]=[CH:28][CH:29]=[CH:30][C:25]=3[CH2:24][O:23][C:22]2=[O:31])[CH2:17][CH2:16]1>>[CH3:12][CH:11]([NH:10][C:8]([C:5]1[CH:6]=[N:7][C:2]([N:15]2[CH2:16][CH2:17][CH:18]([N:21]3[C:26]4[CH:27]=[CH:28][CH:29]=[CH:30][C:25]=4[CH2:24][O:23][C:22]3=[O:31])[CH2:19][CH2:20]2)=[CH:3][CH:4]=1)=[O:9])[CH3:13] |f:1.2|. Reported procedure: The title compound was prepared from the product of step (i) (0.4 g) and 1-piperidin-4-yl-1,4-dihydro-2H-3,1-benzoxazin-2-one hydrochloride (0.5 g) using the method of example 115 step (ii). Yield 0.22 g. The reactants are C(C)(C)(C)C1=CC=C(C=C1)S(=O)(=O)N(C1=CC=C2C=NNC2=C1)CC(=O)O ([(4-tert-butyl-benzenesulfonyl)-(1H-indazol-6-yl)-amino]-acetic acid), C(C)NCC1=NC=CC=C1 (ethyl-pyridin-2-ylmethyl-amine). The product is C(C)(C)(C)C1=CC=C(C=C1)S(=O)(=O)N(CC(=O)N(CC1=NC=CC=C1)CC)C1=CC=C2C=NNC2=C1 (2-[(4-tert-Butyl-benzenesulfonyl)-(1H-indazol-6-yl)-amino]-N-ethyl-N-pyridin-2-ylmethyl-acetamide). Reaction SMILES: [C:1]([C:5]1[CH:10]=[CH:9][C:8]([S:11]([N:14]([CH2:24][C:25]([OH:27])=O)[C:15]2[CH:23]=[C:22]3[C:18]([CH:19]=[N:20][NH:21]3)=[CH:17][CH:16]=2)(=[O:13])=[O:12])=[CH:7][CH:6]=1)([CH3:4])([CH3:3])[CH3:2].[CH2:28]([NH:30][CH2:31][C:32]1[CH:37]=[CH:36][CH:35]=[CH:34][N:33]=1)[CH3:29]>>[C:1]([C:5]1[CH:10]=[CH:9][C:8]([S:11]([N:14]([C:15]2[CH:23]=[C:22]3[C:18]([CH:19]=[N:20][NH:21]3)=[CH:17][CH:16]=2)[CH2:24][C:25]([N:30]([CH2:28][CH3:29])[CH2:31][C:32]2[CH:37]=[CH:36][CH:35]=[CH:34][N:33]=2)=[O:27])(=[O:13])=[O:12])=[CH:7][CH:6]=1)([CH3:3])([CH3:2])[CH3:4]. Reported procedure: prepared by reaction of [(4-tert-butyl-benzenesulfonyl)-(1H-indazol-6-yl)-amino]-acetic acid with ethyl-pyridin-2-ylmethyl-amine The reactants are CCOC(C)=O, ClCc1cn(-c2ccc(I)cc2)cn1, [N-]=[N+]=[N-], [Na+], CN(C)C=O, O. Product: [N-]=[N+]=NCc1cn(-c2ccc(I)cc2)cn1. As a reaction SMILES: [CH3:20][CH2:21][O:22][C:23]([CH3:24])=[O:25].[Cl:1][CH2:2][c:3]1[n:4][cH:5][n:6](-[c:8]2[cH:9][cH:10][c:11]([I:14])[cH:12][cH:13]2)[cH:7]1.[N-:15]=[N+:16]=[N-:17].[Na+:18].[O:26]=[CH:27][N:28]([CH3:29])[CH3:30].[OH2:19]>>[CH2:2]([c:3]1[n:4][cH:5][n:6](-[c:8]2[cH:9][cH:10][c:11]([I:14])[cH:12][cH:13]2)[cH:7]1)[N:15]=[N+:16]=[N-:17]. The reactants are BrC=1C=C2CC(CNC2=C(C1)[N+](=O)[O-])N(C)C (6-bromo-1,2,3,4-tetrahydro-8-nitro-N,N-dimethyl-3-quinolinamine). Reagents/catalysts: [Pd] (palladium charcoal). The solvent is C(C)O (ethanol). Reaction conditions: time 18 hour. The product is CN(C1CNC2=C(C=CC=C2C1)N)C (1,2,3,4-tetrahydro-N3, N3 -dimethyl-3,8-quinolinediamine). The yield is 100.4%. RXN SMILES: Br[C:2]1[CH:3]=[C:4]2[C:9](=[C:10]([N+:12]([O-])=O)[CH:11]=1)[NH:8][CH2:7][CH:6]([N:15]([CH3:17])[CH3:16])[CH2:5]2>C(O)C.[Pd]>[CH3:16][N:15]([CH3:17])[CH:6]1[CH2:5][C:4]2[C:9](=[C:10]([NH2:12])[CH:11]=[CH:2][CH:3]=2)[NH:8][CH2:7]1. Procedure: A mixture of 6-bromo-1,2,3,4-tetrahydro-8-nitro-N,N-dimethyl-3-quinolinamine (1.15 g, 3.8 mmol) and 10% palladium charcoal (0.5 g) in ethanol (150 mL) was hydrogenated for 18 hours. The solution was filtered and the ethanol evaporated to give 0.73 g of 1,2,3,4-tetrahydro-N3, N3 -dimethyl-3,8-quinolinediamine as an oil.